describe an organic reaction: reactants, conditions, products, and yield From a dataset of the Open Reaction Database (ORD), a public repository of structured organic reaction records. Reactants: C1CCOC1, Cc1ccccc1, Cc1nc(Cl)sc1C(=O)Cl, Nc1nc2[nH]nc(-c3ccccc3)c2s1. The product is Cc1nc(Cl)sc1C(=O)Nc1nc2[nH]nc(-c3ccccc3)c2s1. Reaction SMILES: [CH2:33]1[O:34][CH2:35][CH2:36][CH2:37]1.[CH3:26][c:27]1[cH:28][cH:29][cH:30][cH:31][cH:32]1.[Cl:16][c:17]1[s:18][c:19]([C:23](=[O:24])[Cl:25])[c:20]([CH3:22])[n:21]1.[c:1]1(-[c:7]2[n:8][nH:9][c:10]3[n:11][c:12]([NH2:15])[s:13][c:14]23)[cH:2][cH:3][cH:4][cH:5][cH:6]1>>[c:1]1(-[c:7]2[n:8][nH:9][c:10]3[n:11][c:12]([NH:15][C:23]([c:19]4[s:18][c:17]([Cl:16])[n:21][c:20]4[CH3:22])=[O:24])[s:13][c:14]23)[cH:2][cH:3][cH:4][cH:5][cH:6]1.